This data is from the Open Reaction Database (ORD), a public repository of structured organic reaction records. The task is: describe an organic reaction: reactants, conditions, products, and yield The reactants are CCOCC (ether), C(CCC)[Li] (butyl lithium), BrC=1C=C(N([Si](C)(C)C)[Si](C)(C)C)C=CC1 (3-bromo-N,N-bis(trimethylsilyl)aniline), CCOCC (ether), Cl[Si](O[Si](C)(C)Cl)(C)C (1,3-dichloro-1,1,3,3-tetramethyldisiloxane). Run in CCCCCC (hexane). Run at temperature 0 celsius, time 2 hour. The product is C[Si](N(C=1C=C(C=CC1)[Si](O[Si](C)(C)C1=CC(=CC=C1)N([Si](C)(C)C)[Si](C)(C)C)(C)C)[Si](C)(C)C)(C)C (1,3-bis[N,N-bis(trimethylsilyl)-3-aminophenyl]-1,1,3,3-tetramethyldisiloxane). Isolated yield 77.0%. As a reaction SMILES: [CH2:1]([Li])[CH2:2][CH2:3][CH3:4].Br[C:7]1[CH:8]=[C:9]([CH:19]=[CH:20][CH:21]=1)[N:10]([Si:15]([CH3:18])([CH3:17])[CH3:16])[Si:11]([CH3:14])([CH3:13])[CH3:12].CCO[CH2:25][CH3:26].Cl[Si:28]([CH3:35])([CH3:34])[O:29][Si:30](Cl)([CH3:32])[CH3:31]>CCCCCC>[CH3:12][Si:11]([CH3:14])([CH3:13])[N:10]([Si:15]([CH3:18])([CH3:17])[CH3:16])[C:2]1[CH:3]=[C:4]([Si:28]([CH3:35])([CH3:34])[O:29][Si:30]([C:7]2[CH:21]=[CH:20][CH:19]=[C:9]([N:10]([Si:15]([CH3:18])([CH3:17])[CH3:16])[Si:11]([CH3:14])([CH3:13])[CH3:12])[CH:8]=2)([CH3:32])[CH3:31])[CH:25]=[CH:26][CH:1]=1. Procedure: There was added 2.6 moles of butyl lithium in hexane over a 15 minute period to a mixture of 50 grams of the 3-bromo-N,N-bis(trimethylsilyl)aniline in 400 ml. of anhydrous ether cooled to 0° C. under a nitrogen atmosphere. The resulting reaction mixture was allowed to stir for an additional 2 hours at 0° C. The mixture was then added to a mixture of 100 ml. of anhydrous ether and 16.06 grams of 1,3-dichloro-1,1,3,3-tetramethyldisiloxane at 0° C. After the solution was filtered and the solvents w... Starting materials: ClC=1C=C(C=CC1Cl)C(CC(C(F)(F)F)=O)=O (1-(3,4-dichloro-phenyl)-4,4,4-trifluoro-butane-1,3-dione), 3,4-dichloro-acetophenone, NC1=NNC=C1C1=CC(=NC=C1)C (3-amino-4-(2-methyl-4-pyridinyl)-pyrazole). The product is ClC=1C=C(C=CC1Cl)C1=NC=2N(C(=C1)C(F)(F)F)N=CC2C2=CC(=NC=C2)C (5-(3,4-Dichloro-phenyl)-3-(2-methyl-pyridin-4-yl)-7-trifluoromethyl-pyrazolo[1,5-a]pyrimidine). The yield is 47.3%. RXN SMILES: [Cl:1][C:2]1[CH:3]=[C:4]([C:9](=O)[CH2:10][C:11](=O)[C:12]([F:15])([F:14])[F:13])[CH:5]=[CH:6][C:7]=1[Cl:8].[NH2:18][C:19]1[C:23]([C:24]2[CH:29]=[CH:28][N:27]=[C:26]([CH3:30])[CH:25]=2)=[CH:22][NH:21][N:20]=1>>[Cl:1][C:2]1[CH:3]=[C:4]([C:9]2[CH:10]=[C:11]([C:12]([F:15])([F:14])[F:13])[N:20]3[N:21]=[CH:22][C:23]([C:24]4[CH:29]=[CH:28][N:27]=[C:26]([CH3:30])[CH:25]=4)=[C:19]3[N:18]=2)[CH:5]=[CH:6][C:7]=1[Cl:8]. Procedure details: Reaction of 1-(3,4-dichloro-phenyl)-4,4,4-trifluoro-butane-1,3-dione (143 mg, 0.5 mmol), prepared from commercially available 3,4-dichloro-acetophenone according to general procedure A, and 3-amino-4-(2-methyl-4-pyridinyl)-pyrazole [see part synthesis of amino-pyrazole derivatives] (87 mg, 0.5 mmol) according to general procedure B yielded the title compound as a yellow solid (100 mg, 47%). MS (ISP) 423.0 [(M+H)+]; mp 275° C. Yields the product CC(O)(C=Cc1ccc(S(=O)(=O)c2ccncc2)cc1)C(F)(F)F. Starting materials: [Al+3], CC(O)(C#Cc1ccc(S(=O)(=O)c2ccncc2)cc1)C(F)(F)F, [H-], [H-], [H-], [H-], [Li+], [Na+], C1CCOC1, [OH-], O. As a reaction SMILES: [Al+3:26].[F:1][C:2]([C:3]([C:4]#[C:5][c:6]1[cH:7][cH:8][c:9]([S:12](=[O:13])(=[O:14])[c:15]2[cH:16][cH:17][n:18][cH:19][cH:20]2)[cH:10][cH:11]1)([CH3:21])[OH:22])([F:23])[F:24].[H-:25].[H-:28].[H-:29].[H-:30].[Li+:27].[Na+:33].[O:34]1[CH2:35][CH2:36][CH2:37][CH2:38]1.[OH-:32].[OH2:31]>>[F:1][C:2]([C:3]([CH:4]=[CH:5][c:6]1[cH:7][cH:8][c:9]([S:12](=[O:13])(=[O:14])[c:15]2[cH:16][cH:17][n:18][cH:19][cH:20]2)[cH:10][cH:11]1)([CH3:21])[OH:22])([F:23])[F:24].